Dataset: the Open Reaction Database (ORD), a public repository of structured organic reaction records. Task: describe an organic reaction: reactants, conditions, products, and yield Starting materials: COC(=O)N1CCC(=O)C(C)C1, CCO, CO, [H][H], NCc1ccccc1, c1ccsc1. Yields the product COC(=O)N1CCC(NCc2ccccc2)C(C)C1. Reaction SMILES: [CH3:1][CH:2]1[CH2:3][N:4]([C:9](=[O:10])[O:11][CH3:12])[CH2:5][CH2:6][C:7]1=[O:8].[CH3:28][CH2:29][OH:30].[CH3:31][OH:32].[H:26][H:27].[c:13]1([CH2:19][NH2:20])[cH:14][cH:15][cH:16][cH:17][cH:18]1.[cH:21]1[cH:22][s:23][cH:24][cH:25]1>>[CH3:1][CH:2]1[CH2:3][N:4]([C:9](=[O:10])[O:11][CH3:12])[CH2:5][CH2:6][CH:7]1[NH:20][CH2:19][c:13]1[cH:14][cH:15][cH:16][cH:17][cH:18]1. The reactants are BrC(C(=O)OCC)C (ethyl 2-bromopropionate), OC1=C(C=CC(=C1)O)C1=NC(=NC(=N1)C1=C(C=C(C=C1)O)O)C1=C(C=C(C=C1)O)O (2,4,6-tris(2,4-dihydroxyphenyl)-1,3,5-triazine), [I-].[K+] (potassium iodide), [OH-].[K+] (KOH). The solvent is COCCOCCOC (diglyme). Run at temperature 108 celsius, time 19 hour. Product: OC1=C(C=CC(=C1)OC(C)C(=O)OCC)C1=NC(=NC(=N1)C1=C(C=C(C=C1)OC(C)C(=O)OCC)O)C1=C(C=C(C=C1)OC(C)C(=O)OCC)OC(C)C(=O)OCC (2,4-bis[2-hydroxy-4-(1-ethoxycarbonylethoxy)phenyl]-6-[2,4-di-(1-ethoxycarbonylethoxy)phenyl]-1,3,5-triazine). RXN SMILES: [OH:1][C:2]1[CH:7]=[C:6]([OH:8])[CH:5]=[CH:4][C:3]=1[C:9]1[N:14]=[C:13]([C:15]2[CH:20]=[CH:19][C:18]([OH:21])=[CH:17][C:16]=2[OH:22])[N:12]=[C:11]([C:23]2[CH:28]=[CH:27][C:26]([OH:29])=[CH:25][C:24]=2[OH:30])[N:10]=1.[OH-:31].[K+].[I-].[K+].Br[CH:36]([CH3:42])[C:37]([O:39][CH2:40][CH3:41])=[O:38]>COCCOCCOC>[OH:1][C:2]1[CH:7]=[C:6]([O:8][CH:36]([C:37]([O:39][CH2:40][CH3:41])=[O:38])[CH3:42])[CH:5]=[CH:4][C:3]=1[C:9]1[N:10]=[C:11]([C:23]2[CH:28]=[CH:27][C:26]([O:29][CH:36]([C:37]([O:39][CH2:40][CH3:41])=[O:31])[CH3:42])=[CH:25][C:24]=2[OH:30])[N:12]=[C:13]([C:15]2[CH:20]=[CH:19][C:18]([O:21][CH:36]([C:37]([O:39][CH2:40][CH3:41])=[O:38])[CH3:42])=[CH:17][C:16]=2[O:22][CH:36]([C:37]([O:39][CH2:40][CH3:41])=[O:38])[CH3:42])[N:14]=1 |f:1.2,3.4|. Procedure: A mixture of 15.0 g (0.037 mol) of 2,4,6-tris(2,4-dihydroxyphenyl)-1,3,5-triazine and 80 ml of diglyme (Fluka 99.5%) is admixed under nitrogen in succession with 9.2 g (0.139 mol) of pulverized KOH (Fluka, 85%), 0.3 g (0,002 mol of potassium iodide (Fluka, 99.5% ) and 29.5 g (0.163 mol) of ethyl 2-bromopropionate (Fluka, 98%). The mixture is heated with stirring at 108° C. for 19 h. The inorganic precipitate is filtered off hot; the solvent is removed on a rotary evaporator. The crude product is... Starting materials: C1CCOC1, N#Cc1ccc(OC2CCCC2)cc1, Cl. Product: NCc1ccc(OC2CCCC2)cc1. As a reaction SMILES: [CH2:1]1[O:2][CH2:3][CH2:4][CH2:5]1.[CH:6]1([O:11][c:12]2[cH:13][cH:14][c:15]([C:16]#[N:17])[cH:18][cH:19]2)[CH2:7][CH2:8][CH2:9][CH2:10]1.[ClH:20]>>[CH:6]1([O:11][c:12]2[cH:13][cH:14][c:15]([CH2:16][NH2:17])[cH:18][cH:19]2)[CH2:7][CH2:8][CH2:9][CH2:10]1. Starting materials: COCC(=O)Cl, CCN1C(=O)C(C)(C)c2cc3[nH]c(-c4n[nH]cc4N)nc3cc21. The product is CCN1C(=O)C(C)(C)c2cc3[nH]c(-c4n[nH]cc4NC(=O)COC)nc3cc21. Reaction SMILES: [CH3:24][O:25][CH2:26][C:27](=[O:28])[Cl:29].[NH2:1][c:2]1[c:3](-[c:7]2[n:8][c:9]3[c:10]([cH:11][c:12]4[c:16]([cH:17]3)[N:15]([CH2:18][CH3:19])[C:14](=[O:20])[C:13]4([CH3:21])[CH3:22])[nH:23]2)[n:4][nH:5][cH:6]1>>[NH:1]([c:2]1[c:3](-[c:7]2[n:8][c:9]3[c:10]([cH:11][c:12]4[c:16]([cH:17]3)[N:15]([CH2:18][CH3:19])[C:14](=[O:20])[C:13]4([CH3:21])[CH3:22])[nH:23]2)[n:4][nH:5][cH:6]1)[C:27]([CH2:26][O:25][CH3:24])=[O:28]. The reactants are C1(CCC1)NS(=O)(=O)C=1C=C2C(CC(NC2=CC1)C1=CC(=CC=C1)Br)(C)C (2-(3-bromo-phenyl)-4,4-dimethyl-1,2,3,4-tetrahydro-quinoline-6-sulfonic acid cyclobutylamide), OC1=C(C=CC=C1)B(O)O (2-hydroxy-phenylboronic acid), C([O-])([O-])=O.[Na+].[Na+] (sodium carbonate). The reagents and catalysts are C=1C=CC(=CC1)[P](C=2C=CC=CC2)(C=3C=CC=CC3)[Pd]([P](C=4C=CC=CC4)(C=5C=CC=CC5)C=6C=CC=CC6)([P](C=7C=CC=CC7)(C=8C=CC=CC8)C=9C=CC=CC9)[P](C=1C=CC=CC1)(C=1C=CC=CC1)C=1C=CC=CC1 (tetrakis(triphenylphosphine)palladium(0)). Solvent: O1CCOCC1 (dioxane), O (water), C(C)(=O)OCC (ethyl acetate). Product: C1(CCC1)NS(=O)(=O)C=1C=C2C(CC(NC2=CC1)C=1C=C(C=CC1)C1=C(C=CC=C1)O)(C)C (2-(2′-hydroxy-biphenyl-3-yl)-4,4-dimethyl-1,2,3,4-tetrahydro-quinoline-6-sulfonic acid cyclobutylamide). Isolated yield 53.3%. As a reaction SMILES: [CH:1]1([NH:5][S:6]([C:9]2[CH:10]=[C:11]3[C:16](=[CH:17][CH:18]=2)[NH:15][CH:14]([C:19]2[CH:24]=[CH:23][CH:22]=[C:21](Br)[CH:20]=2)[CH2:13][C:12]3([CH3:27])[CH3:26])(=[O:8])=[O:7])[CH2:4][CH2:3][CH2:2]1.[OH:28][C:29]1[CH:34]=[CH:33][CH:32]=[CH:31][C:30]=1B(O)O.C(=O)([O-])[O-].[Na+].[Na+]>O1CCOCC1.O.C(OCC)(=O)C.C1C=CC([P]([Pd]([P](C2C=CC=CC=2)(C2C=CC=CC=2)C2C=CC=CC=2)([P](C2C=CC=CC=2)(C2C=CC=CC=2)C2C=CC=CC=2)[P](C2C=CC=CC=2)(C2C=CC=CC=2)C2C=CC=CC=2)(C2C=CC=CC=2)C2C=CC=CC=2)=CC=1>[CH:1]1([NH:5][S:6]([C:9]2[CH:10]=[C:11]3[C:16](=[CH:17][CH:18]=2)[NH:15][CH:14]([C:19]2[CH:20]=[C:21]([C:30]4[CH:31]=[CH:32][CH:33]=[CH:34][C:29]=4[OH:28])[CH:22]=[CH:23][CH:24]=2)[CH2:13][C:12]3([CH3:27])[CH3:26])(=[O:8])=[O:7])[CH2:4][CH2:3][CH2:2]1 |f:2.3.4,^1:60,62,81,100|. Procedure details: To a mixture of 2-(3-bromo-phenyl)-4,4-dimethyl-1,2,3,4-tetrahydro-quinoline-6-sulfonic acid cyclobutylamide (748.1 mg, 1.67 mmol), 2-hydroxy-phenylboronic acid (276.0 mg, 2.0 mmol) and tetrakis(triphenylphosphine)palladium(0) (193.0 mg, 0.17 mmol) in dioxane (5.0 mL) was added 2 M sodium carbonate solution in water (1.7 mL). The resulting mixture was subjected to microwave irradiation for 2 h at 110° C. The mixture was diluted with ethyl acetate (200 mL), washed with saturated aqueous sodium bi... The reactants are C(C)(C)(C)O.O (tert. butanol water), NCC(=O)NCC(=O)N[C@@H](CC1=CC=CC=C1)C(=O)N[C@@H](CCSC)C(=O)N[C@@H]([C@H](O)C)C(=O)N[C@@H](CO)C(=O)N[C@@H](CCC(O)=O)C(=O)N[C@@H](CCCCN)C(=O)N[C@@H](CO)C(=O)N[C@@H](CCC(N)=O)C(=O)N[C@@H]([C@H](O)C)C(=O)N1[C@H](C(=O)N[C@@H](CC(C)C)C(=O)N[C@@H](C(C)C)C(=O)N[C@@H]([C@H](O)C)C(=O)N[C@@H](CC(C)C)C(=O)O)CCC1 (H-Gly-Gly-Phe-Met-Thr-Ser-Glu-Lys-Ser-Gln-Thr-Pro-Leu-Val-Thr-Leu-OH), O (water), HClO4, OO (hydrogen peroxide). Product: NCC(=O)NCC(=O)N[C@@H](CC1=CC=CC=C1)C(=O)N[C@@H](CCS(=O)(=O)C)C(=O)N[C@@H]([C@H](O)C)C(=O)N[C@@H](CO)C(=O)N[C@@H](CCC(O)=O)C(=O)N[C@@H](CCCCN)C(=O)N[C@@H](CO)C(=O)N[C@@H](CCC(N)=O)C(=O)N[C@@H]([C@H](O)C)C(=O)N1[C@H](C(=O)N[C@@H](CC(C)C)C(=O)N[C@@H](C(C)C)C(=O)N[C@@H]([C@H](O)C)C(=O)N[C@@H](CC(C)C)C(=O)O)CCC1 (H-Gly-Gly-Phe-Met(O2)-Thr-Ser-Glu-Lys-Ser-Gln-Thr-Pro-Leu-Val-Thr-Leu-OH). Reaction conditions: time 4 hour. Reported procedure: 200 mg of the peptide obtained in Example I is introduced into 5 ml water after which 0.025 ml 0.5 M ammonium molybdate, 0.125 ml HClO4 and 0.075 ml 30% hydrogen peroxide are added. The mixture is stirred for about 4 hours at room temperature, after which 5 ml tert. butanol/water (1:1) and an ion exchange resin in acetate form are added. After stirring for about 30 minutes, the ion exchange resin is separated by filtration and the filtrate is evaporated to dryness. The solvent is C(C)(=O)[O-] (acetate). Reagents/catalysts: [NH4+].[NH4+].[O-][Mo](=O)(=O)[O-] (ammonium molybdate). RXN SMILES: [NH2:1][CH2:2][C:3]([NH:5][CH2:6][C:7]([NH:9][C@H:10]([C:18]([NH:20][C@H:21]([C:26]([NH:28][C@H:29]([C:33]([NH:35][C@H:36]([C:39]([NH:41][C@H:42]([C:48]([NH:50][C@H:51]([C:57]([NH:59][C@H:60]([C:63]([NH:65][C@H:66]([C:72]([NH:74][C@H:75]([C:79]([N:81]1[CH2:118][CH2:117][CH2:116][C@H:82]1[C:83]([NH:85][C@H:86]([C:91]([NH:93][C@H:94]([C:98]([NH:100][C@H:101]([C:105]([NH:107][C@H:108]([C:113]([OH:115])=[O:114])[CH2:109][CH:110]([CH3:112])[CH3:111])=[O:106])[C@@H:102]([CH3:104])[OH:103])=[O:99])[CH:95]([CH3:97])[CH3:96])=[O:92])[CH2:87][CH:88]([CH3:90])[CH3:89])=[O:84])=[O:80])[C@@H:76]([CH3:78])[OH:77])=[O:73])[CH2:67][CH2:68][C:69](=[O:71])[NH2:70])=[O:64])[CH2:61][OH:62])=[O:58])[CH2:52][CH2:53][CH2:54][CH2:55][NH2:56])=[O:49])[CH2:43][CH2:44][C:45](=[O:47])[OH:46])=[O:40])[CH2:37][OH:38])=[O:34])[C@@H:30]([CH3:32])[OH:31])=[O:27])[CH2:22][CH2:23][S:24][CH3:25])=[O:19])[CH2:11][C:12]1[CH:17]=[CH:16][CH:15]=[CH:14][CH:13]=1)=[O:8])=[O:4].[OH2:119].[OH:120]O.C(O)(C)(C)C.O>C([O-])(=O)C.[NH4+].[NH4+].[O-][Mo]([O-])(=O)=O>[NH2:1][CH2:2][C:3]([NH:5][CH2:6][C:7]([NH:9][C@H:10]([C:18]([NH:20][C@H:21]([C:26]([NH:28][C@H:29]([C:33]([NH:35][C@H:36]([C:39]([NH:41][C@H:42]([C:48]([NH:50][C@H:51]([C:57]([NH:59][C@H:60]([C:63]([NH:65][C@H:66]([C:72]([NH:74][C@H:75]([C:79]([N:81]1[CH2:118][CH2:117][CH2:116][C@H:82]1[C:83]([NH:85][C@H:86]([C:91]([NH:93][C@H:94]([C:98]([NH:100][C@H:101]([C:105]([NH:107][C@H:108]([C:113]([OH:115])=[O:114])[CH2:109][CH:110]([CH3:112])[CH3:111])=[O:106])[C@@H:102]([CH3:104])[OH:103])=[O:99])[CH:95]([CH3:96])[CH3:97])=[O:92])[CH2:87][CH:88]([CH3:90])[CH3:89])=[O:84])=[O:80])[C@@H:76]([CH3:78])[OH:77])=[O:73])[CH2:67][CH2:68][C:69](=[O:71])[NH2:70])=[O:64])[CH2:61][OH:62])=[O:58])[CH2:52][CH2:53][CH2:54][CH2:55][NH2:56])=[O:49])[CH2:43][CH2:44][C:45](=[O:46])[OH:47])=[O:40])[CH2:37][OH:38])=[O:34])[C@@H:30]([CH3:32])[OH:31])=[O:27])[CH2:22][CH2:23][S:24]([CH3:25])(=[O:120])=[O:119])=[O:19])[CH2:11][C:12]1[CH:17]=[CH:16][CH:15]=[CH:14][CH:13]=1)=[O:8])=[O:4] |f:3.4,6.7.8|.